Task: describe an organic reaction: reactants, conditions, products, and yield. Dataset: the Open Reaction Database (ORD), a public repository of structured organic reaction records The reactants are BrCc1ccccc1, CCOC(=O)c1cn(Cc2ccccc2)nc1OCc1ccc(OCc2nc(-c3ccco3)oc2C)c(O)c1, CN(C)C=O, O. Product: CCOC(=O)c1cn(Cc2ccccc2)nc1OCc1ccc(OCc2nc(-c3ccco3)oc2C)c(OCc2ccccc2)c1. RXN SMILES: [Br:40][CH2:41][c:42]1[cH:43][cH:44][cH:45][cH:46][cH:47]1.[CH2:1]([c:2]1[cH:3][cH:4][cH:5][cH:6][cH:7]1)[n:8]1[n:9][c:10]([O:18][CH2:19][c:20]2[cH:21][c:22]([OH:39])[c:23]([O:26][CH2:27][c:28]3[n:29][c:30](-[c:34]4[o:35][cH:36][cH:37][cH:38]4)[o:31][c:32]3[CH3:33])[cH:24][cH:25]2)[c:11]([C:13](=[O:14])[O:15][CH2:16][CH3:17])[cH:12]1.[CH3:48][N:49]([CH3:50])[CH:51]=[O:52].[OH2:53]>>[CH2:1]([c:2]1[cH:3][cH:4][cH:5][cH:6][cH:7]1)[n:8]1[n:9][c:10]([O:18][CH2:19][c:20]2[cH:21][c:22]([O:39][CH2:41][c:42]3[cH:43][cH:44][cH:45][cH:46][cH:47]3)[c:23]([O:26][CH2:27][c:28]3[n:29][c:30](-[c:34]4[o:35][cH:36][cH:37][cH:38]4)[o:31][c:32]3[CH3:33])[cH:24][cH:25]2)[c:11]([C:13](=[O:14])[O:15][CH2:16][CH3:17])[cH:12]1. The reactants are CCOC(=O)CC(=O)C1=CC=CC=C1 (ethyl benzoyl acetate), C(C)(=O)OCC (ethyl acetate), BrCC(=O)C1CCCCC1 (2-bromo-1-cyclohexyl-ethanone). Run in [Cl-].[Na+].O (brine), [Cl-].[Na+].O (brine). Conditions: temperature 0 celsius, time 0.5 hour. Product: C(C)OC(C(CC(=O)C1CCCCC1)C(C1=CC=CC=C1)=O)=O (2-benzoyl-4-cyclohexyl-4-oxo-butyric acid ethyl ester). Isolated yield 100.0%. RXN SMILES: [CH3:1][CH2:2][O:3][C:4]([CH2:6][C:7]([C:9]1[CH:14]=[CH:13][CH:12]=[CH:11][CH:10]=1)=[O:8])=[O:5].Br[CH2:16][C:17]([CH:19]1[CH2:24][CH2:23][CH2:22][CH2:21][CH2:20]1)=[O:18].C(OCC)(=O)C>[Cl-].[Na+].O>[CH2:2]([O:3][C:4](=[O:5])[CH:6]([C:7](=[O:8])[C:9]1[CH:10]=[CH:11][CH:12]=[CH:13][CH:14]=1)[CH2:16][C:17]([CH:19]1[CH2:24][CH2:23][CH2:22][CH2:21][CH2:20]1)=[O:18])[CH3:1] |f:3.4.5|. Procedure: To a stirred slurry of 1.44 g (36 mmol) sodium hydride, obtained as a 60% dispersion in mineral oil, in 45 mL anhydrous THF, at 0° C., was added dropwise 6.48 g (33.75 mmol) ethyl benzoyl acetate. The resulting slurry was stirred at 0° C. for 0.5 hr, upon which time was added dropwise the entire sample of 2-bromo-1-cyclohexyl-ethanone obtained in Step 1. The reaction was stirred at room temperature for 24 hr and poured into 0.4 L brine. The brine was shaken with ethyl acetate twice and the combi...